From a dataset of the Open Reaction Database (ORD), a public repository of structured organic reaction records. describe an organic reaction: reactants, conditions, products, and yield Reactants: C(C)(CC)N1C(C(=C(C=C1)OC)C#N)=O (1-(sec-butyl)-4-methoxy-2-oxo-1,2-dihydropyridine-3-carbonitrile), BrN1C(CCC1=O)=O (N-bromosuccinimide), CN(C=O)C (N,N-dimethylformamide). Run in C(O)([O-])=O.[Na+] (sodium hydrogen carbonate). Run at temperature 60 celsius, time 30 minute. The product is BrC=1C(=C(C(N(C1)C(C)CC)=O)C#N)OC (5-bromo-1-(sec-butyl)-4-methoxy-2-oxo-1,2-dihydropyridine-3-carbonitrile). Isolated yield 72.3%. RXN SMILES: [CH:1]([N:5]1[CH:10]=[CH:9][C:8]([O:11][CH3:12])=[C:7]([C:13]#[N:14])[C:6]1=[O:15])([CH2:3][CH3:4])[CH3:2].[Br:16]N1C(=O)CCC1=O.CN(C)C=O>C(=O)([O-])O.[Na+]>[Br:16][C:9]1[C:8]([O:11][CH3:12])=[C:7]([C:13]#[N:14])[C:6](=[O:15])[N:5]([CH:1]([CH2:3][CH3:4])[CH3:2])[CH:10]=1 |f:3.4|. Reported procedure: A mixture of 1-(sec-butyl)-4-methoxy-2-oxo-1,2-dihydropyridine-3-carbonitrile obtained in Step A (260 mg), N-bromosuccinimide (269 mg) and N,N-dimethylformamide (3 mL) was stirred at 60° C. for 2 hr 30 min. The reaction mixture was diluted with saturated aqueous sodium hydrogen carbonate solution, and the mixture was extracted threetimes with ethyl acetate. The extracts were combined, washed successively with water and saturated brine, and dried over anhydrous magnesium sulfate, and the solvent ...